From a dataset of the Open Reaction Database (ORD), a public repository of structured organic reaction records. describe an organic reaction: reactants, conditions, products, and yield The reactants are ClC1=C(C(=CC=C1)Cl)C1=CC2=C(N=C(N=C2)NCCCN2CCN(CC2)C)N=C1N (6-(2,6-Dichlorophenyl)-N2 -[3-(4-methyl-piperazin-1-yl)-propyl]-pyrido[2,3-d]pyrimidine-2,7-diamine), C1(=CC=CC2=CC=CC=C12)N=C=O (1-naphthyl isocyanate). Yields the product ClC1=C(C(=CC=C1)Cl)C1=CC2=C(N=C(N=C2)NCCCN2CCN(CC2)C)N=C1NC(=O)NC1=CC=CC2=CC=CC=C12 (1-{6-(2,6-Dichlorophenyl)-2-[3-(4-methyl-piperazin-1-yl)-propylamino]-pyrido[2,3-d]pyrimidin-7-yl}-3-naphthalen-1-yl-urea). The yield is 70.5%. Reaction SMILES: [Cl:1][C:2]1[CH:7]=[CH:6][CH:5]=[C:4]([Cl:8])[C:3]=1[C:9]1[C:29]([NH2:30])=[N:28][C:12]2[N:13]=[C:14]([NH:17][CH2:18][CH2:19][CH2:20][N:21]3[CH2:26][CH2:25][N:24]([CH3:27])[CH2:23][CH2:22]3)[N:15]=[CH:16][C:11]=2[CH:10]=1.[C:31]1([N:41]=[C:42]=[O:43])[C:40]2[C:35](=[CH:36][CH:37]=[CH:38][CH:39]=2)[CH:34]=[CH:33][CH:32]=1>>[Cl:1][C:2]1[CH:7]=[CH:6][CH:5]=[C:4]([Cl:8])[C:3]=1[C:9]1[C:29]([NH:30][C:42]([NH:41][C:31]2[C:40]3[C:35](=[CH:36][CH:37]=[CH:38][CH:39]=3)[CH:34]=[CH:33][CH:32]=2)=[O:43])=[N:28][C:12]2[N:13]=[C:14]([NH:17][CH2:18][CH2:19][CH2:20][N:21]3[CH2:26][CH2:25][N:24]([CH3:27])[CH2:23][CH2:22]3)[N:15]=[CH:16][C:11]=2[CH:10]=1. Procedure: 6-(2,6-Dichlorophenyl)-N2 -[3-(4-methyl-piperazin-1-yl)-propyl]-pyrido[2,3-d]pyrimidine-2,7-diamine (1.0 g) from Example 36 was reacted with 0.378 g of 1-naphthyl isocyanate according to the general procedure of Example 37. Chromatography, eluting first with ethyl acetate:methyl alcohol:triethylamine (90:10:1) then switching to ethyl acetate:ethanol:triethylamine (9:2:1) gave 0.97 g of the title compound 1-{6-(2,6-dichlorophenyl)-2-[3-(4-methyl-piperazin-1-yl)-propylamino]-pyrido[2,3-d]pyrimidin... Reactants: CC1(CC(=C(CC1)C1=CC=C(C=C1)OCC1=CC=CC=C1)C1=CC=C(C=C1)OCC1=CC=CC=C1)C=O (1-methyl-3,4-di(4-benzyloxy-phenyl)-cyclohex-3-ene carbaldehyde), [BH4-].[Na+] (NaBH4). The solvent is CO (MeOH). Conditions: time 30 minute. Product: CC1(CC(=C(CC1)C1=CC=C(C=C1)OCC1=CC=CC=C1)C1=CC=C(C=C1)OCC1=CC=CC=C1)CO ((1-methyl-3,4-di(4-benzyloxy-phenyl)-cyclohex-3-enyl)-methanol). As a reaction SMILES: [CH3:1][C:2]1([CH:36]=[O:37])[CH2:7][CH2:6][C:5]([C:8]2[CH:13]=[CH:12][C:11]([O:14][CH2:15][C:16]3[CH:21]=[CH:20][CH:19]=[CH:18][CH:17]=3)=[CH:10][CH:9]=2)=[C:4]([C:22]2[CH:27]=[CH:26][C:25]([O:28][CH2:29][C:30]3[CH:35]=[CH:34][CH:33]=[CH:32][CH:31]=3)=[CH:24][CH:23]=2)[CH2:3]1.[BH4-].[Na+]>CO>[CH3:1][C:2]1([CH2:36][OH:37])[CH2:7][CH2:6][C:5]([C:8]2[CH:13]=[CH:12][C:11]([O:14][CH2:15][C:16]3[CH:21]=[CH:20][CH:19]=[CH:18][CH:17]=3)=[CH:10][CH:9]=2)=[C:4]([C:22]2[CH:23]=[CH:24][C:25]([O:28][CH2:29][C:30]3[CH:31]=[CH:32][CH:33]=[CH:34][CH:35]=3)=[CH:26][CH:27]=2)[CH2:3]1 |f:1.2|. Reported procedure: To a solution of 1-methyl-3,4-di(4-benzyloxy-phenyl)-cyclohex-3-ene carbaldehyde (200 mg, 0.409 mmol) in MeOH (10.0 mL) at −10° C. was added NaBH4 (100 mg, excess). The reaction mixture was stirred 30 min and then quenched with 51% HCl solution (5 mL), extracted with ethyl acetate (50 mL) and dried over MgSO4. The reaction mixture was then concentrated and purified on SiO2 (50% ethyl acetate/hexane) to yield (1-methyl-3,4-di(4-benzyloxy-phenyl)-cyclohex-3-enyl)-methanol. The reactants are Cc1ccc(S(=O)(=O)OCC2Cc3cc(C(F)(F)F)cc(-c4ccc(F)c(Cl)c4)c3O2)cc1, CN, Cl. Product: CNCC1Cc2cc(C(F)(F)F)cc(-c3ccc(F)c(Cl)c3)c2O1. RXN SMILES: [CH3:2][c:3]1[cH:4][cH:5][c:6]([S:7]([O:8][CH2:13][CH:14]2[O:15][c:16]3[c:17]([cH:19][c:20]([C:31]([F:32])([F:33])[F:34])[cH:21][c:22]3-[c:23]3[cH:24][c:25]([Cl:30])[c:26]([F:29])[cH:27][cH:28]3)[CH2:18]2)(=[O:9])=[O:10])[cH:11][cH:12]1.[CH3:35][NH2:36].[ClH:1]>>[CH2:13]([CH:14]1[O:15][c:16]2[c:17]([cH:19][c:20]([C:31]([F:32])([F:33])[F:34])[cH:21][c:22]2-[c:23]2[cH:24][c:25]([Cl:30])[c:26]([F:29])[cH:27][cH:28]2)[CH2:18]1)[NH:36][CH3:35]. Starting materials: COCCOc1ccn2c(-c3ccc4cccc(OCc5ccccc5)c4n3)cnc2c1, CO, O=C[O-], O=CO, [NH4+]. Product: COCCOc1ccn2c(-c3ccc4cccc(O)c4n3)cnc2c1. Reaction SMILES: [CH2:1]([c:2]1[cH:3][cH:4][cH:5][cH:6][cH:7]1)[O:8][c:9]1[cH:10][cH:11][cH:12][c:13]2[cH:14][cH:15][c:16](-[c:19]3[cH:20][n:21][c:22]4[n:23]3[cH:24][cH:25][c:26]([O:28][CH2:29][CH2:30][O:31][CH3:32])[cH:27]4)[n:17][c:18]12.[CH3:40][OH:41].[CH:33]([O-:34])=[O:35].[CH:37]([OH:38])=[O:39].[NH4+:36]>>[OH:8][c:9]1[cH:10][cH:11][cH:12][c:13]2[cH:14][cH:15][c:16](-[c:19]3[cH:20][n:21][c:22]4[n:23]3[cH:24][cH:25][c:26]([O:28][CH2:29][CH2:30][O:31][CH3:32])[cH:27]4)[n:17][c:18]12. Reactants: COC(C1=C(C(=CC(=C1)Br)C)OC1CCC1)=O (5-bromo-2-cyclobutoxy-3-methyl-benzoic acid methyl ester), [Li+].[OH-] (LiOH), O1CCOCC1 (1,4-dioxane), CO (MeOH). Solvent: CO.C(Cl)Cl (MeOH DCM), O (water). Run at time 18 hour. The product is BrC=1C=C(C(=C(C(=O)O)C1)OC1CCC1)C (5-Bromo-2-cyclobutoxy-3-methyl-benzoic acid). Isolated yield 88.0%. RXN SMILES: C[O:2][C:3](=[O:17])[C:4]1[CH:9]=[C:8]([Br:10])[CH:7]=[C:6]([CH3:11])[C:5]=1[O:12][CH:13]1[CH2:16][CH2:15][CH2:14]1.O1CCOCC1.CO.[Li+].[OH-]>CO.C(Cl)Cl.O>[Br:10][C:8]1[CH:7]=[C:6]([CH3:11])[C:5]([O:12][CH:13]2[CH2:14][CH2:15][CH2:16]2)=[C:4]([CH:9]=1)[C:3]([OH:17])=[O:2] |f:3.4,5.6|. Reported procedure: A 100 mL flask containing 5-bromo-2-cyclobutoxy-3-methyl-benzoic acid methyl ester (2.07 g, 7.25 mmol) as prepared above is charged with 1,4-dioxane (12 mL) and MeOH (12 mL). A stirring bar is added and stirring is initiated. After dissolution, water (6 mL) is added followed by the LiOH (768 mg, 18.3 μmol). After 18 h, tlc analysis (silica, 10% MeOH/DCM) indicates that the starting material is completely consumed. The pH of the reaction mixture is carefully adjusted to pH 2 by slowly adding dilu... The reactants are O=C(Cl)c1ccc(Br)cc1, CC(=O)OCC1OC(n2ccc3c(C)cccc32)C(OC(C)=O)C(OC(C)=O)C1OC(C)=O. Product: CC(=O)OCC1OC(n2cc(Cc3ccc(Br)cc3)c3c(C)cccc32)C(OC(C)=O)C(OC(C)=O)C1OC(C)=O. Reaction SMILES: [Br:34][c:35]1[cH:36][cH:37][c:38]([C:39]([Cl:40])=[O:41])[cH:42][cH:43]1.[CH3:1][c:2]1[c:3]2[cH:4][cH:5][n:6]([CH:11]3[CH:12]([O:13][C:14]([CH3:15])=[O:16])[CH:17]([O:18][C:19]([CH3:20])=[O:21])[CH:22]([O:23][C:24]([CH3:25])=[O:26])[CH:27]([CH2:29][O:30][C:31]([CH3:32])=[O:33])[O:28]3)[c:7]2[cH:8][cH:9][cH:10]1>>[CH3:1][c:2]1[c:3]2[c:4]([CH2:39][c:38]3[cH:37][cH:36][c:35]([Br:34])[cH:43][cH:42]3)[cH:5][n:6]([CH:11]3[CH:12]([O:13][C:14]([CH3:15])=[O:16])[CH:17]([O:18][C:19]([CH3:20])=[O:21])[CH:22]([O:23][C:24]([CH3:25])=[O:26])[CH:27]([CH2:29][O:30][C:31]([CH3:32])=[O:33])[O:28]3)[c:7]2[cH:8][cH:9][cH:10]1.